This data is from the Open Reaction Database (ORD), a public repository of structured organic reaction records. The task is: describe an organic reaction: reactants, conditions, products, and yield Isolated yield 98.2%. Procedure: Hexane washed sodium hydride (3.5 g of 60%, 88 mmole) was covered with 75 ml of tetrahydrofuran and 5.4 ml (64 mmole) of dimethylcarbonate was added in one portion. The solution was heated to reflux and 6-fluoro-3,4-dihydro-1(2H)-naphthlenone (7.2 g, 44 mmole) in 25 ml of tetrahydrofuran was added dropwise while maintaining reflux. After the addition was complete, the reaction was refluxed for 1.5 hours. The reaction was then cooled in an ice bath and 10% aqueous HCl solution was carefully added... Run in CCCCCC (Hexane), O1CCCC1 (tetrahydrofuran), O1CCCC1 (tetrahydrofuran), CCOCC (ether). Reaction SMILES: [H-].[Na+].CO[C:5](=[O:8])[O:6][CH3:7].[F:9][C:10]1[CH:11]=[C:12]2[C:17](=[CH:18][CH:19]=1)[C:16](=[O:20])[CH2:15][CH2:14][CH2:13]2.Cl>O1CCCC1.CCOCC.CCCCCC>[F:9][C:10]1[CH:11]=[C:12]2[C:17](=[CH:18][CH:19]=1)[C:16](=[O:20])[CH:15]([C:5]([O:6][CH3:7])=[O:8])[CH2:14][CH2:13]2 |f:0.1|. Reactants: [H-].[Na+] (sodium hydride), Cl (HCl), COC(OC)=O (dimethylcarbonate), FC=1C=C2CCCC(C2=CC1)=O (6-fluoro-3,4-dihydro-1(2H)-naphthlenone). Yields the product FC=1C=C2CCC(C(C2=CC1)=O)C(=O)OC (methyl 6-fluoro-1,2,3,4-tetrahydro-1-oxo-2-naphthalenecarboxylate). Starting materials: C(C1=CC=CC=C1)C=1C=NC2=C(C=CC=C2C1C=1C=C(C=CC1)N)C(F)(F)F ({3-[3-benzyl-8-(trifluoromethyl)quinolin-4-yl]phenyl}amine), C(=O)C1=CC=C2C=CN(C2=C1)C (6-formy-1-methylindole). The product is C(C1=CC=CC=C1)C=1C=NC2=C(C=CC=C2C1C=1C=C(C=CC1)NCC1=CC=C2C=CN(C2=C1)C)C(F)(F)F ({3-[3-BENZYL-8-(TRIFLUOROMETHYL)QUINOLIN-4-YL]PHENYL}[(1-METHYL-1 H-INDOL-6-YL)METHYL]AMINE). RXN SMILES: [CH2:1]([C:8]1[CH:9]=[N:10][C:11]2[C:16]([C:17]=1[C:18]1[CH:19]=[C:20]([NH2:24])[CH:21]=[CH:22][CH:23]=1)=[CH:15][CH:14]=[CH:13][C:12]=2[C:25]([F:28])([F:27])[F:26])[C:2]1[CH:7]=[CH:6][CH:5]=[CH:4][CH:3]=1.[CH:29]([C:31]1[CH:39]=[C:38]2[C:34]([CH:35]=[CH:36][N:37]2[CH3:40])=[CH:33][CH:32]=1)=O>>[CH2:1]([C:8]1[CH:9]=[N:10][C:11]2[C:16]([C:17]=1[C:18]1[CH:19]=[C:20]([NH:24][CH2:29][C:31]3[CH:39]=[C:38]4[C:34]([CH:35]=[CH:36][N:37]4[CH3:40])=[CH:33][CH:32]=3)[CH:21]=[CH:22][CH:23]=1)=[CH:15][CH:14]=[CH:13][C:12]=2[C:25]([F:28])([F:26])[F:27])[C:2]1[CH:3]=[CH:4][CH:5]=[CH:6][CH:7]=1. Procedure: The title compound was prepared from {3-[3-benzyl-8-(trifluoromethyl)quinolin-4-yl]phenyl}amine and 6-formy-1-methylindole to the procedure of step 1, Example 66. MS (ESI) m/z 522.